This data is from the Open Reaction Database (ORD), a public repository of structured organic reaction records. The task is: describe an organic reaction: reactants, conditions, products, and yield Reaction SMILES: Cl.[NH:2]([C:6]1[CH:7]=[C:8]([CH:24]=[CH:25][CH:26]=1)[O:9][CH2:10][CH2:11][CH2:12][N:13]1C(=O)C2=CC=CC=C2C1=O)[C:3]([NH2:5])=[NH:4].O.NN>C(O)C>[NH:2]([C:6]1[CH:7]=[C:8]([CH:24]=[CH:25][CH:26]=1)[O:9][CH2:10][CH2:11][CH2:12][NH2:13])[C:3]([NH2:5])=[NH:4] |f:0.1,2.3|. Reported procedure: To a partial suspension of N-[3-(3-guanidinophenoxy)propyl]phthalimide hydrochloride (1.0 g; 2.95 mmoles) in 10 ml of 95% aqueous ethanol was added 0.27 ml of hydrazine hydrate. The mixture was stirred at ambient temperature for 17 hours and evaporated under reduced pressure to give the title compound. The product was used without further purification in Step E. Starting materials: Cl.N(C(=N)N)C=1C=C(OCCCN2C(C=3C(C2=O)=CC=CC3)=O)C=CC1 (N-[3-(3-guanidinophenoxy)propyl]phthalimide hydrochloride), O.NN (hydrazine hydrate). Conditions: time 17 hour. Solvent: C(C)O (ethanol). Product: N(C(=N)N)C=1C=C(OCCCN)C=CC1 (3-(3-Guanidinophenoxy)propylamine). The reactants are [Si](C)(C)(C(C)(C)C)OCC=1C=C(OCC=2SC(=CC2)\C(=C\C=C(Br)Br)\CC)C=CC1CO[Si](C)(C)C(C)(C)C (2-[3,4-bis(tert-butyldimethylsilanyloxymethyl)phenoxymethyl]-5-((E)-4,4-dibromo-1-ethylbuta-1,3-dienyl)thiophene), C(CCC)[Li] (butyllithium). The solvent is C1CCOC1 (THF). Run at temperature -78 celsius, time 1 hour. Product: [Si](C)(C)(C(C)(C)C)OCC=1C=C(OCC=2SC(=CC2)\C(=C\C#C)\CC)C=CC1CO[Si](C)(C)C(C)(C)C (2-[3,4-bis(tert-Butyldimethylsilanyloxy-methyl)phenoxymethyl]-5-((E)-1-ethylbut-1-en-3-ynyl)-thiophene). Reaction SMILES: [Si:1]([O:8][CH2:9][C:10]1[CH:11]=[C:12]([CH:28]=[CH:29][C:30]=1[CH2:31][O:32][Si:33]([C:36]([CH3:39])([CH3:38])[CH3:37])([CH3:35])[CH3:34])[O:13][CH2:14][C:15]1[S:16][C:17](/[C:20](/[CH2:26][CH3:27])=[CH:21]/[CH:22]=[C:23](Br)Br)=[CH:18][CH:19]=1)([C:4]([CH3:7])([CH3:6])[CH3:5])([CH3:3])[CH3:2].C([Li])CCC>C1COCC1>[Si:1]([O:8][CH2:9][C:10]1[CH:11]=[C:12]([CH:28]=[CH:29][C:30]=1[CH2:31][O:32][Si:33]([C:36]([CH3:37])([CH3:39])[CH3:38])([CH3:34])[CH3:35])[O:13][CH2:14][C:15]1[S:16][C:17](/[C:20](/[CH2:26][CH3:27])=[CH:21]/[C:22]#[CH:23])=[CH:18][CH:19]=1)([C:4]([CH3:7])([CH3:6])[CH3:5])([CH3:3])[CH3:2]. Procedure: 3.9 g (5.4 mmol) of 2-[3,4-bis(tert-butyldimethylsilanyloxymethyl)phenoxymethyl]-5-((E)-4,4-dibromo-1-ethylbuta-1,3-dienyl)thiophene are dissolved in 100 mL of THF and the mixture is cooled to −78° C. 4.4 mL (11 mmol) of 2.5 M butyllithium are added slowly and the reaction medium is stirred at the same temperature for 1 hour. After the usual treatment and chromatography on silica gel (eluent: 96 heptane/4 ethyl acetate), the desired product is obtained in the form of a brown oil. The reactants are CS(=O)(=O)Cl, Nc1ccc(Oc2ccc(C(=O)Nc3ccc(Br)cc3)cc2[N+](=O)[O-])cc1, c1ccncc1. Yields the product CS(=O)(=O)Nc1ccc(Oc2ccc(C(=O)Nc3ccc(Br)cc3)cc2[N+](=O)[O-])cc1. RXN SMILES: [CH3:28][S:29]([Cl:30])(=[O:31])=[O:32].[NH2:1][c:2]1[cH:3][cH:4][c:5]([O:6][c:7]2[c:8]([N+:23](=[O:24])[O-:25])[cH:9][c:10]([C:11](=[O:12])[NH:13][c:14]3[cH:15][cH:16][c:17]([Br:20])[cH:18][cH:19]3)[cH:21][cH:22]2)[cH:26][cH:27]1.[cH:33]1[cH:34][cH:35][n:36][cH:37][cH:38]1>>[NH:1]([c:2]1[cH:3][cH:4][c:5]([O:6][c:7]2[c:8]([N+:23](=[O:24])[O-:25])[cH:9][c:10]([C:11](=[O:12])[NH:13][c:14]3[cH:15][cH:16][c:17]([Br:20])[cH:18][cH:19]3)[cH:21][cH:22]2)[cH:26][cH:27]1)[S:29]([CH3:28])(=[O:31])=[O:32]. Reactants: COC(C(NC(=S)NC=1SC=C(N1)C)CC1=CC=CC=C1)=O (N-[[(4-methyl-2-thiazolyl)amino]thioxomethyl]-DL-phenylalanine methyl ester), O.C1(=CC=C(C=C1)S(=O)(=O)O)C (p-toluene sulfonic acid hydrate). Solvent: C1(=CC=CC=C1)C (toluene). Yields the product CC=1N=C(SC1)N1C(NC(C1=O)CC1=CC=CC=C1)=S ((±)-3-(4-methyl-2-thiazolyl)-5-(phenylmethyl)-2-thioxo-4-imidazolidinone). Yield: 25.4%. Reaction SMILES: CO[C:3](=[O:22])[CH:4]([CH2:15][C:16]1[CH:21]=[CH:20][CH:19]=[CH:18][CH:17]=1)[NH:5][C:6]([NH:8][C:9]1[S:10][CH:11]=[C:12]([CH3:14])[N:13]=1)=[S:7].O.C1(C)C=CC(S(O)(=O)=O)=CC=1>C1(C)C=CC=CC=1>[CH3:14][C:12]1[N:13]=[C:9]([N:8]2[C:3](=[O:22])[CH:4]([CH2:15][C:16]3[CH:17]=[CH:18][CH:19]=[CH:20][CH:21]=3)[NH:5][C:6]2=[S:7])[S:10][CH:11]=1 |f:1.2|. Procedure details: A solution of N-[[(4-methyl-2-thiazolyl)amino]thioxomethyl]-DL-phenylalanine methyl ester (0.94 g, 2.80 mmol) and p-toluene sulfonic acid hydrate (0.20 g 1.05 mmol) in toluene (80 mL) was refluxed with a Dean-Stark trap for 24 h. The reaction was cooled to room temperature, solvent removed under reduced pressure, residue taken up in ethyl acetate, washed with saturated sodium bicarbonate and saturated sodium chloride, dried over magnesium sulfate, and concentrated under reduced pressure. The res... Starting materials: C(C(C)(C)C)(=O)Cl (Pivaloyl chloride), C(C)(C)NC=1C(=NC=CC1)N1CCN(CC1)C(=O)C1=CC=C(C(=O)O)C=C1 (4-[1-[3-(Isopropylamino)-2-pyridyl]piperazin-4-yl-carbonyl]benzoic acid), C(C)(C)N(C(C)C)CC (N,N-Diisopropylethylamine), COCCNCCOC (bis(2-methoxyethyl)amine). Run in C(Cl)Cl (methylene chloride), C(C)N(CC)CC (triethylamine). Reaction conditions: temperature 5 celsius, time 2 hour. Product: COCCN(C(=O)C1=CC=C(C=C1)C(=O)N1CCN(CC1)C1=NC=CC=C1NC(C)C)CCOC (1-[N,N-Bis(2-methoxyethyl)carbamoyl]-4-[1-[3-(isopropylamino)-2-pyridyl]piperazin-4-yl-carbonyl]benzene). Isolated yield 83.8%. RXN SMILES: [CH:1]([NH:4][C:5]1[C:6]([N:11]2[CH2:16][CH2:15][N:14]([C:17]([C:19]3[CH:27]=[CH:26][C:22]([C:23](O)=[O:24])=[CH:21][CH:20]=3)=[O:18])[CH2:13][CH2:12]2)=[N:7][CH:8]=[CH:9][CH:10]=1)([CH3:3])[CH3:2].C(Cl)(=O)C(C)(C)C.C(N(CC)C(C)C)(C)C.[CH3:44][O:45][CH2:46][CH2:47][NH:48][CH2:49][CH2:50][O:51][CH3:52]>C(Cl)Cl.C(N(CC)CC)C>[CH3:44][O:45][CH2:46][CH2:47][N:48]([CH2:49][CH2:50][O:51][CH3:52])[C:23]([C:22]1[CH:21]=[CH:20][C:19]([C:17]([N:14]2[CH2:13][CH2:12][N:11]([C:6]3[C:5]([NH:4][CH:1]([CH3:3])[CH3:2])=[CH:10][CH:9]=[CH:8][N:7]=3)[CH2:16][CH2:15]2)=[O:18])=[CH:27][CH:26]=1)=[O:24]. Reported procedure: 4-[1-[3-(Isopropylamino)-2-pyridyl]piperazin-4-yl-carbonyl]benzoic acid (1.5 g) was dissolved in methylene chloride (45 ml) and then, triethylamine (0.7 ml) was added and cooled. Pivaloyl chloride (0.58 ml) was added slowly to the solution at 0~5° C. and the mixture was stirred at 5° C. for 2 hours. N,N-Diisopropylethylamine (0.8 ml) and bis(2-methoxyethyl)amine (0.6 g) were added in order, the solution was stirred at 0~5° C. for 2 hours and heated slowly to 20~25° C. and stirred for 30 minutes.... Reactants: C(C1=CC=CC=C1)(=O)N1CC(CCC1)C(=O)OCC (ethyl 1-benzoyl-3-piperidinecarboxylate), ClC(=O)OCC1=CC=CC=C1 (benzyl chloroformate), CCOC(=O)C1CNCCC1=O.Cl (ethyl 4-piperidone-3-carboxylate hydrochloride), C(C)(C)N(CC)C(C)C (diisopropylethylamine). The product is C(C1=CC=CC=C1)OC(=O)N1CC(C(CC1)=O)C(=O)OCC (ethyl 1-benzyloxycarbonyl-4-oxo-3-piperidinecarboxylate). Isolated yield 62.0%. As a reaction SMILES: C(N1CCCC(C(OCC)=O)C1)(=O)C1C=CC=CC=1.[CH3:20][CH2:21][O:22][C:23]([CH:25]1[C:30](=[O:31])[CH2:29][CH2:28][NH:27][CH2:26]1)=[O:24].Cl.C(N(C(C)C)CC)(C)C.Cl[C:43]([O:45][CH2:46][C:47]1[CH:52]=[CH:51][CH:50]=[CH:49][CH:48]=1)=[O:44]>>[CH2:46]([O:45][C:43]([N:27]1[CH2:28][CH2:29][C:30](=[O:31])[CH:25]([C:23]([O:22][CH2:21][CH3:20])=[O:24])[CH2:26]1)=[O:44])[C:47]1[CH:52]=[CH:51][CH:50]=[CH:49][CH:48]=1 |f:1.2|. Reported procedure: The reaction was run in the same manner as ethyl 1-benzoyl-3-piperidinecarboxylate, starting with commercially available ethyl 4-piperidone-3-carboxylate hydrochloride (203.2 mg; 0.98 mmol), diisopropylethylamine (360 μl; 2.08 mmol), and benzyl chloroformate (141 μl; 0.99 mmol). The crude product was purified by chromatography on silica eluting with 15% ethyl acetate in hexane, giving ethyl 1-benzyloxycarbonyl-4-oxo-3-piperidinecarboxylate (185.5 mg) as a colorless oil. MS m/z (positive ion) 323...